Dataset: the Open Reaction Database (ORD), a public repository of structured organic reaction records. Task: describe an organic reaction: reactants, conditions, products, and yield Reactants: CN(C)CCN(Cc1cc(Cl)ccc1Br)C(=O)Cn1c(Br)c(C2CCCCC2)c2ccc(C(=O)OC(C)(C)C)cc21, CC1(C)OB(B2OC(C)(C)C(C)(C)O2)OC1(C)C, CC(=O)[O-], CCOC(C)=O, [K+], N#N, CN(C)C=O. The product is CN(C)CCN1Cc2cc(Cl)ccc2-c2c(C3CCCCC3)c3ccc(C(=O)OC(C)(C)C)cc3n2CC1=O. As a reaction SMILES: [C:1]([CH3:2])([CH3:3])([CH3:4])[O:5][C:6](=[O:7])[c:8]1[cH:9][cH:10][c:11]2[c:12]([CH:36]3[CH2:37][CH2:38][CH2:39][CH2:40][CH2:41]3)[c:13]([Br:34])[n:14]([CH2:17][C:18](=[O:19])[N:20]([CH2:21][CH2:22][N:23]([CH3:24])[CH3:25])[CH2:26][c:27]3[c:28]([Br:35])[cH:29][cH:30][c:31]([Cl:33])[cH:32]3)[c:15]2[cH:16]1.[CH3:42][C:43]1([CH3:44])[C:45]([CH3:46])([CH3:47])[O:48][B:49]([B:50]2[O:51][C:52]([CH3:53])([CH3:54])[C:55]([CH3:56])([CH3:57])[O:58]2)[O:59]1.[CH3:61][C:62](=[O:63])[O-:64].[CH3:72][CH2:73][O:74][C:75]([CH3:76])=[O:77].[K+:60].[N:65]#[N:66].[O:67]=[CH:68][N:69]([CH3:70])[CH3:71]>>[C:1]([CH3:2])([CH3:3])([CH3:4])[O:5][C:6](=[O:7])[c:8]1[cH:9][cH:10][c:11]2[c:12]([CH:36]3[CH2:37][CH2:38][CH2:39][CH2:40][CH2:41]3)[c:13]3[n:14]([c:15]2[cH:16]1)[CH2:17][C:18](=[O:19])[N:20]([CH2:21][CH2:22][N:23]([CH3:24])[CH3:25])[CH2:26][c:27]1[c:28]-3[cH:29][cH:30][c:31]([Cl:33])[cH:32]1.